describe an organic reaction: reactants, conditions, products, and yield From a dataset of the Open Reaction Database (ORD), a public repository of structured organic reaction records. Starting materials: Cl (hydrochloric acid), ClC=1C=C(C=CC1)C1CN(C(O1)=O)C(CC1COC2=C(CC1)OCC(C2)=O)C (7-(2-(5-(3-chlorophenyl)-2-oxo-3-oxazolidinyl)propyl)-1,5-dioxabenzocycloheptan-3-one), [BH4-].[Na+] (sodium borohydride), CO (methyl alcohol), O (water). The product is ClC=1C=C(C=CC1)C1CN(C(O1)=O)C(CC1C(=CC2=C(CCCCO2)O1)O)C (2-(5-(3-chlorophenyl)-2-oxo-3-oxazolidinyl)propyl-1,5-dioxabenzocycloheptan-3-ol). As a reaction SMILES: [Cl:1][C:2]1[CH:3]=[C:4]([CH:8]2[O:12][C:11](=[O:13])[N:10]([CH:14]([CH3:28])[CH2:15]C3CCC4OCC(=O)CC=4OC3)[CH2:9]2)[CH:5]=[CH:6][CH:7]=1.[BH4-].[Na+].[OH2:31].Cl.[CH3:33][OH:34]>>[Cl:1][C:2]1[CH:3]=[C:4]([CH:8]2[O:12][C:11](=[O:13])[N:10]([CH:14]([CH3:28])[CH2:15][CH:9]3[O:34][C:33]4[CH2:5][CH2:6][CH2:7][CH2:2][O:31][C:3]=4[CH:4]=[C:8]3[OH:12])[CH2:9]2)[CH:5]=[CH:6][CH:7]=1 |f:1.2|. Procedure details: One equivalent of 5-(3-chlorophenyl)-3-(2-(3,4-dihydroxyphenyl)-1-methylethyl)-2-oxazolidinone, prepared by the procedure of U.S. Pat. No. 5,061,727 Example 1, is treated with one equivalent of 1,3-dibromoacetone and excess potassium carbonate in acetonitrile. The mixture is stirred at room temperature for 18 hours, filtered and evaporated in vacuo to give 7-(2-(5-(3-chlorophenyl)-2-oxo-3-oxazolidinyl)propyl)-1,5-dioxabenzocycloheptan-3-one. One equivalent of this ketone is reduced, at room temp... The reactants are CI, CN(C)C=O, [H-], [Na+], O, CC(O)CC(C)Oc1ccc(-c2ccc(C#N)cc2)cc1. Yields the product COC(C)CC(C)Oc1ccc(-c2ccc(C#N)cc2)cc1. RXN SMILES: [CH3:24][I:25].[CH3:27][N:28]([CH3:29])[CH:30]=[O:31].[H-:1].[Na+:2].[OH2:26].[OH:3][CH:4]([CH2:5][CH:6]([O:7][c:8]1[cH:9][cH:10][c:11](-[c:14]2[cH:15][cH:16][c:17]([C:18]#[N:19])[cH:20][cH:21]2)[cH:12][cH:13]1)[CH3:22])[CH3:23]>>[O:3]([CH:4]([CH2:5][CH:6]([O:7][c:8]1[cH:9][cH:10][c:11](-[c:14]2[cH:15][cH:16][c:17]([C:18]#[N:19])[cH:20][cH:21]2)[cH:12][cH:13]1)[CH3:22])[CH3:23])[CH3:24].